From a dataset of the Open Reaction Database (ORD), a public repository of structured organic reaction records. describe an organic reaction: reactants, conditions, products, and yield Starting materials: [Br-], [Mg+]C1CC1, CC(C)(C)OC(=O)NC1CCC(c2cccc(F)c2F)Cn2c(C=O)cnc21, C1CCOC1. The product is CC(C)(C)OC(=O)NC1CCC(c2cccc(F)c2F)Cn2c(C(O)C3CC3)cnc21. Reaction SMILES: [Br-:1].[CH:2]1([Mg+:5])[CH2:3][CH2:4]1.[F:6][c:7]1[c:8]([CH:14]2[CH2:15][CH2:16][CH:17]([NH:26][C:27]([O:28][C:29]([CH3:30])([CH3:31])[CH3:32])=[O:33])[c:18]3[n:19]([c:21]([CH:24]=[O:25])[cH:22][n:23]3)[CH2:20]2)[cH:9][cH:10][cH:11][c:12]1[F:13].[O:34]1[CH2:35][CH2:36][CH2:37][CH2:38]1>>[CH:2]1([CH:24]([c:21]2[n:19]3[c:18]([n:23][cH:22]2)[CH:17]([NH:26][C:27]([O:28][C:29]([CH3:30])([CH3:31])[CH3:32])=[O:33])[CH2:16][CH2:15][CH:14]([c:8]2[c:7]([F:6])[c:12]([F:13])[cH:11][cH:10][cH:9]2)[CH2:20]3)[OH:25])[CH2:3][CH2:4]1. The reactants are CC1(O[C@@H]([C@H](O1)C(=O)Cl)C)C ((4S,5R)-2,2,5-trimethyl[1,3]dioxolane-4-carbonyl chloride), C(C1=CC=CC=C1)N (benzyl amine). Solvent: O1CCCC1 (tetrahydrofuran). Run at temperature 0 celsius, time 1 hour. Yields the product C(C1=CC=CC=C1)NC(=O)[C@H]1OC(O[C@@H]1C)(C)C ((4S,5R)-2,2,5-Trimethyl-[1,3]dioxolane-4-carboxylic Acid Benzylamide). Yield: 99.9%. As a reaction SMILES: [CH3:1][C:2]1([CH3:11])[O:6][C@H:5]([C:7](Cl)=[O:8])[C@@H:4]([CH3:10])[O:3]1.[CH2:12]([NH2:19])[C:13]1[CH:18]=[CH:17][CH:16]=[CH:15][CH:14]=1>O1CCCC1>[CH2:12]([NH:19][C:7]([C@@H:5]1[C@@H:4]([CH3:10])[O:3][C:2]([CH3:11])([CH3:1])[O:6]1)=[O:8])[C:13]1[CH:18]=[CH:17][CH:16]=[CH:15][CH:14]=1. Procedure: A flask was charged with 70 mL dry tetrahydrofuran, 3.17 g (17.7 mmol) (4S,5R)-2,2,5-trimethyl[1,3]dioxolane-4-carbonyl chloride, and the solution was cooled in a 0° C. bath. To this solution, 3.48 mL (31.9 mmol) benzyl amine was slowly added, and a precipitate formed immediately. The reaction mixture was stirred for 1 hour at 0° C. and 1 hour at room temperature. The reaction mixture was filtered through Celite to remove salts, and the tetrahydrofuran was removed under reduced pressure giving 4... Reactants: C1CCC2=NCCCN2CC1, Cc1ccc(S(=O)(=O)OC2C(=O)N(C3CCCCC3)CC2(C)C)cc1, Sc1ccc(Cl)cc1Cl, CN(C)C=O. The product is CC1(C)CN(C2CCCCC2)C(=O)C1Sc1ccc(Cl)cc1Cl. As a reaction SMILES: [CH2:35]1[CH2:36][CH2:37][C:38]2=[N:43][CH2:42][CH2:41][CH2:40][N:39]2[CH2:44][CH2:45]1.[CH:1]1([N:7]2[C:8](=[O:25])[CH:9]([O:14][S:15]([c:16]3[cH:17][cH:18][c:19]([CH3:20])[cH:21][cH:22]3)(=[O:23])=[O:24])[C:10]([CH3:12])([CH3:13])[CH2:11]2)[CH2:2][CH2:3][CH2:4][CH2:5][CH2:6]1.[Cl:26][c:27]1[c:28]([SH:34])[cH:29][cH:30][c:31]([Cl:33])[cH:32]1.[O:46]=[CH:47][N:48]([CH3:49])[CH3:50]>>[CH:1]1([N:7]2[C:8](=[O:25])[CH:9]([S:34][c:28]3[c:27]([Cl:26])[cH:32][c:31]([Cl:33])[cH:30][cH:29]3)[C:10]([CH3:12])([CH3:13])[CH2:11]2)[CH2:2][CH2:3][CH2:4][CH2:5][CH2:6]1. Reactants: FC1=CC(=C(N)C=C1)OC1CCOCC1 (4-Fluoro-2-(tetrahydro-2H-pyran-4-yloxy)aniline), ClC=1C2=C(N=CN1)SC(=C2C)C(=O)OC (methyl 4-chloro-5-methylthieno[2,3-d]pyrimidine-6-carboxylate), C1(=CC=C(C=C1)S(=O)(=O)O)C (para-toluene sulfonic acid). Solvent: O1CCOCC1 (1,4-dioxane). Yields the product FC1=CC(=C(C=C1)NC=1C2=C(N=CN1)SC(=C2C)C(=O)OC)OC2CCOCC2 (Methyl 4-(4-fluoro-2-(tetrahydro-2H-pyran-4-yloxy)phenylamino)-5-methylthieno[2,3-d]pyrimidine-6-carboxylate). Isolated yield 90.1%. RXN SMILES: [F:1][C:2]1[CH:8]=[CH:7][C:5]([NH2:6])=[C:4]([O:9][CH:10]2[CH2:15][CH2:14][O:13][CH2:12][CH2:11]2)[CH:3]=1.Cl[C:17]1[C:18]2[C:25]([CH3:26])=[C:24]([C:27]([O:29][CH3:30])=[O:28])[S:23][C:19]=2[N:20]=[CH:21][N:22]=1.C1(C)C=CC(S(O)(=O)=O)=CC=1>O1CCOCC1>[F:1][C:2]1[CH:8]=[CH:7][C:5]([NH:6][C:17]2[C:18]3[C:25]([CH3:26])=[C:24]([C:27]([O:29][CH3:30])=[O:28])[S:23][C:19]=3[N:20]=[CH:21][N:22]=2)=[C:4]([O:9][CH:10]2[CH2:15][CH2:14][O:13][CH2:12][CH2:11]2)[CH:3]=1. Reported procedure: 4-Fluoro-2-(tetrahydro-2H-pyran-4-yloxy)aniline (3.47 g, 16.4 mmol), methyl 4-chloro-5-methylthieno[2,3-d]pyrimidine-6-carboxylate (3.99 g, 16.4 mmol) and para-toluene sulfonic acid (0.313 g, 1.64 mmol) were heated at reflux in anhydrous 1,4-dioxane (30 mL) for 1.5 hours. The solution was cooled to ambient temperature, the precipitate collected and washed with cold 1,4-dioxane to yield the title compound as yellow solid (6.17 g, 90%). Run at time 1 hour. The solvent is ice water, CN(C=O)C (dimethylformamide), ClCCl (dichloromethane), CN(C=O)C (dimethylformamide), ClCCl (dichloromethane). Starting materials: P(Cl)(Cl)(Cl)(Cl)Cl (Phosphorus pentachloride), ( a ), OC=1C=C(C(=O)OC)C=CC1 (methyl metahydroxybenzoate), C1(=CC=CC=C1)C(C=C)(O)C=1C=NC=CC1 (1-phenyl-1-(3-pyridyl)-2-propen-1-ol), [H-].[Na+] (sodium hydride). The yield is 96.5%. Reaction SMILES: P(Cl)(Cl)(Cl)(Cl)Cl.[C:7]1([C:13]([C:17]2[CH:18]=[N:19][CH:20]=[CH:21][CH:22]=2)(O)[CH:14]=[CH2:15])[CH:12]=[CH:11][CH:10]=[CH:9][CH:8]=1.[H-].[Na+].[OH:25][C:26]1[CH:27]=[C:28]([CH:33]=[CH:34][CH:35]=1)[C:29]([O:31][CH3:32])=[O:30]>ClCCl.CN(C)C=O>[N:19]1[CH:20]=[CH:21][CH:22]=[C:17]([C:13]([C:7]2[CH:12]=[CH:11][CH:10]=[CH:9][CH:8]=2)=[CH:14][CH2:15][O:25][C:26]2[CH:27]=[C:28]([CH:33]=[CH:34][CH:35]=2)[C:29]([O:31][CH3:32])=[O:30])[CH:18]=1 |f:2.3|. The product is N1=CC(=CC=C1)C(=CCOC=1C=C(C(=O)OC)C=CC1)C1=CC=CC=C1 (methyl 3-[3-(3-pyridyl)-3-phenyl-2-propenyloxy]benzoate). Reported procedure: Phosphorus pentachloride (3.0 g, 14.2 mmoles) was suspended in dichloromethane (4 ml). To the suspension was added dropwise a solution of 1-phenyl-1-(3-pyridyl)-2-propen-1-ol (2.0 g, 9.5 mmoles) in dichloromethane (20 ml) at 0° C., then the mixture was stirred for one hour at room temperature, followed by washing with water, saturated aqueous solution of sodium hydrogen carbonate in the order. The organic layer is dried (magnesium sulfate), and concentrated to about 20 ml at a temperature not ex... Starting materials: O=c1nc(-c2ccc(C(F)(F)F)cc2)cc(C(F)(F)F)[nH]1, O=P(Cl)(Cl)Cl. Yields the product FC(F)(F)c1ccc(-c2cc(C(F)(F)F)nc(Cl)n2)cc1. RXN SMILES: [F:1][C:2]([c:3]1[cH:4][c:5](-[c:10]2[cH:11][cH:12][c:13]([C:16]([F:17])([F:18])[F:19])[cH:14][cH:15]2)[n:6][c:7](=[O:9])[nH:8]1)([F:20])[F:21].[P:22]([Cl:23])([Cl:24])([Cl:25])=[O:26]>>[F:1][C:2]([c:3]1[cH:4][c:5](-[c:10]2[cH:11][cH:12][c:13]([C:16]([F:17])([F:18])[F:19])[cH:14][cH:15]2)[n:6][c:7]([Cl:24])[n:8]1)([F:20])[F:21]. Reactants: CO, Cc1ccc(F)cc1C(=O)O, O=S(=O)(O)O. The product is COC(=O)c1cc(F)ccc1C. Reaction SMILES: [CH3:17][OH:18].[F:1][c:2]1[cH:3][cH:4][c:5]([CH3:11])[c:6]([C:7](=[O:8])[OH:9])[cH:10]1.[S:12](=[O:13])(=[O:14])([OH:15])[OH:16]>>[F:1][c:2]1[cH:3][cH:4][c:5]([CH3:11])[c:6]([C:7]([O:8][CH3:17])=[O:9])[cH:10]1. Reactants: ClC1=CC=C(C2=C1N=NS2)C#N (4-chloro-7-cyanobenzo-1,2,3-thiadiazole), COC(=O)C1=CC=CC=2N=NSC21 (benzo-1,2,3-thiadiazole-7-carboxylic acid methyl ester), BrC1=CC(=C(C2=C1N=NS2)C#N)Br (4,6-dibromo-7-cyanobenzo-1,2,3-thiadiazole), S1N=NC2=C1C(=CC=C2)C(=O)O (benzo-1,2,3-thiadiazole-7-carboxylic acid). The product is C(#N)C1=CC=CC=2N=NSC21 (7-cyanobenzo-1,2,3-thiadiazole). As a reaction SMILES: Cl[C:2]1[C:7]2[N:8]=[N:9][S:10][C:6]=2[C:5]([C:11]#[N:12])=[CH:4][CH:3]=1.BrC1C2N=NSC=2C(C#N)=C(Br)C=1.S1C2C(C(O)=O)=CC=CC=2N=N1.COC(C1C2SN=NC=2C=CC=1)=O>>[C:11]([C:5]1[C:6]2[S:10][N:9]=[N:8][C:7]=2[CH:2]=[CH:3][CH:4]=1)#[N:12]. Procedure: 4-chloro-7-cyanobenzo-1,2,3-thiadiazole; 4,6-dibromo-7-cyanobenzo-1,2,3-thiadiazole: benzo-1,2,3-thiadiazole-7-carboxylic acid; benzo-1,2,3-thiadiazole-7-carboxylic acid methyl ester. Starting materials: [N+](=O)([O-])C1=CC=C(C(=O)O[C@@H]2C[C@H](C2)CNC(=O)OC(C)(C)C)C=C1 (trans-3-[({[(2-methyl-2-propanyl)oxy]carbonyl}amino)methyl]cyclobutyl 4-nitrobenzoate), [OH-].[Na+] (sodium hydroxide). Run in O1CCCC1 (tetrahydrofuran). Reaction conditions: time 4 hour. The product is O[C@@H]1C[C@H](C1)CNC(OC(C)(C)C)=O (tert-butyl [(trans-3-hydroxycyclobutyl)methyl]carbamate). Yield: 83.9%. RXN SMILES: [N+](C1C=CC(C([O:10][C@H:11]2[CH2:14][C@H:13]([CH2:15][NH:16][C:17]([O:19][C:20]([CH3:23])([CH3:22])[CH3:21])=[O:18])[CH2:12]2)=O)=CC=1)([O-])=O.[OH-].[Na+]>O1CCCC1>[OH:10][C@H:11]1[CH2:14][C@H:13]([CH2:15][NH:16][C:17](=[O:18])[O:19][C:20]([CH3:22])([CH3:21])[CH3:23])[CH2:12]1 |f:1.2|. Procedure: To a solution in tetrahydrofuran (100 mL) of the compound (3.88 g) obtained in step (1) above, an aqueous solution of 1 mol/L sodium hydroxide (19.9 mL) was added and the mixture was stirred at room temperature for 4 hours. Extraction was conducted with ethyl acetate and after drying the combined organic layers over anhydrous magnesium sulfate, the desiccant was removed by filtration. With the solvent being distilled off under reduced pressure, the crude product was adsorbed on diatomaceous eart... The product is O=C1c2ccccc2C(=O)N1Cc1ccncc1. Reaction SMILES: [CH3:20][N:21]([CH3:22])[CH:23]=[O:24].[O:1]=[C:2]1[O:3][C:4](=[O:5])[c:6]2[cH:7][cH:8][cH:9][cH:10][c:11]21.[n:12]1[cH:13][cH:14][c:15]([CH2:18][NH2:19])[cH:16][cH:17]1>>[C:2]1(=[O:3])[c:11]2[c:6]([cH:7][cH:8][cH:9][cH:10]2)[C:4](=[O:5])[N:19]1[CH2:18][c:15]1[cH:14][cH:13][n:12][cH:17][cH:16]1. Reactants: CN(C)C=O, O=C1OC(=O)c2ccccc21, NCc1ccncc1.